Dataset: the Open Reaction Database (ORD), a public repository of structured organic reaction records. Task: describe an organic reaction: reactants, conditions, products, and yield Isolated yield 45.2%. Product: C(C(C)(C)C)NCC(CNC(OC(C)(C)C)=O)(C1=CC=CC=C1)C1=CC=CC=C1 (tert-butyl 3-(neopentylamino)-2,2-diphenylpropylcarbamate). The solvent is CN(C)C=O (DMF), COC(OC)OC (trimethylorthoformate), CO (methanol). Procedure: A mixture of tert-butyl 3-oxo-2,2-diphenylpropylcarbamate (0.10 g, 0.307 mmol) in DMF (4 mL) and trimethylorthoformate (4 mL) was treated with neopentylamine (0.054 g, 0.615 mmol), sodium triacetoxyborohydride (0.098 g, 0.461 mmol) and acetic acid (2 drops) and the reaction was stirred at 23° C. overnight. LC/MS shows only formation of the imine. The reaction was then treated with sodium borohydride (0.050 g, 1.32 mmol) and methanol (˜2 mL) and stirred at 23° C. for 30 minutes. The reaction was ... Run at temperature 23 celsius, time 8 hour. The reagents and catalysts are C(C)(=O)O (acetic acid). Reactants: Cl (HCl), C(C(C)(C)C)N (neopentylamine), C(C)(=O)O[BH-](OC(C)=O)OC(C)=O.[Na+] (sodium triacetoxyborohydride), imine, O=CC(CNC(OC(C)(C)C)=O)(C1=CC=CC=C1)C1=CC=CC=C1 (tert-butyl 3-oxo-2,2-diphenylpropylcarbamate), [BH4-].[Na+] (sodium borohydride). As a reaction SMILES: O=[CH:2][C:3]([C:19]1[CH:24]=[CH:23][CH:22]=[CH:21][CH:20]=1)([C:13]1[CH:18]=[CH:17][CH:16]=[CH:15][CH:14]=1)[CH2:4][NH:5][C:6](=[O:12])[O:7][C:8]([CH3:11])([CH3:10])[CH3:9].[CH2:25]([NH2:30])[C:26]([CH3:29])([CH3:28])[CH3:27].C(O[BH-](OC(=O)C)OC(=O)C)(=O)C.[Na+].[BH4-].[Na+].Cl>CN(C=O)C.COC(OC)OC.C(O)(=O)C.CO>[CH2:25]([NH:30][CH2:2][C:3]([C:19]1[CH:24]=[CH:23][CH:22]=[CH:21][CH:20]=1)([C:13]1[CH:18]=[CH:17][CH:16]=[CH:15][CH:14]=1)[CH2:4][NH:5][C:6](=[O:12])[O:7][C:8]([CH3:11])([CH3:10])[CH3:9])[C:26]([CH3:29])([CH3:28])[CH3:27] |f:2.3,4.5|. Starting materials: O=C1CCC(=O)N1Br, CC1CO1, C=C(C)C(C(=O)OC)N1C(=O)C(NC(=O)COc2ccccc2)C1SN1C(=O)c2ccccc2C1=O, ClCCCl, [Hg]. Product: C=C(CBr)C(C(=O)OC)N1C(=O)C(NC(=O)COc2ccccc2)C1SN1C(=O)c2ccccc2C1=O. RXN SMILES: [Br:41][N:42]1[C:43](=[O:44])[CH2:45][CH2:46][C:47]1=[O:48].[CH2:37]1[O:38][CH:39]1[CH3:40].[CH3:1][O:2][C:3](=[O:4])[CH:5]([C:6](=[CH2:7])[CH3:8])[N:9]1[C:10](=[O:36])[CH:11]([NH:25][C:26]([CH2:27][O:28][c:29]2[cH:30][cH:31][cH:32][cH:33][cH:34]2)=[O:35])[CH:12]1[S:13][N:14]1[C:15](=[O:24])[c:16]2[c:17]([cH:20][cH:21][cH:22][cH:23]2)[C:18]1=[O:19].[Cl:49][CH2:50][CH2:51][Cl:52].[Hg:53]>>[CH3:1][O:2][C:3](=[O:4])[CH:5]([C:6](=[CH2:7])[CH2:8][Br:41])[N:9]1[C:10](=[O:36])[CH:11]([NH:25][C:26]([CH2:27][O:28][c:29]2[cH:30][cH:31][cH:32][cH:33][cH:34]2)=[O:35])[CH:12]1[S:13][N:14]1[C:15](=[O:24])[c:16]2[c:17]([cH:20][cH:21][cH:22][cH:23]2)[C:18]1=[O:19]. The product is CC(C(=O)O)c1ccc(I)cc1. As a reaction SMILES: [CH2:26]([Cl:27])[CH2:28][Cl:29].[Cl+:17]([O-:18])[O-:19].[I:1][c:2]1[cH:3][cH:4][c:5]([CH:8]([CH:9]=[O:10])[CH3:11])[cH:6][cH:7]1.[NH2:12][S:13]([OH:14])(=[O:15])=[O:16].[Na+:20].[Na+:21].[OH2:30].[OH:22][S:23](=[O:24])[O-:25]>>[I:1][c:2]1[cH:3][cH:4][c:5]([CH:8]([C:9](=[O:10])[OH:14])[CH3:11])[cH:6][cH:7]1. Reactants: ClCCCl, [O-][Cl+][O-], CC(C=O)c1ccc(I)cc1, NS(=O)(=O)O, [Na+], [Na+], O, O=S([O-])O. Reactants: C1CC(=O)N(C1=O)Br (NBS), C(C1=CC=CC=C1)(=O)OOC(C1=CC=CC=C1)=O (benzoylperoxide), CC1=NC=C(C(=O)O)C=C1 (6-methylnicotinic acid). Solvent: C(C)(=O)OCC (ethyl acetate), CC(=O)O.C1=CC=CC=C1 (AcOH benzene). Reaction conditions: temperature 120 celsius. The product is BrCC1=CC=C(C=N1)C(=O)O (6-(bromomethyl)pyridine-3-carboxylic acid). Reaction SMILES: [CH3:1][C:2]1[CH:10]=[CH:9][C:5]([C:6]([OH:8])=[O:7])=[CH:4][N:3]=1.C1C(=O)N([Br:18])C(=O)C1.C(OOC(=O)C1C=CC=CC=1)(=O)C1C=CC=CC=1>CC(O)=O.C1C=CC=CC=1.C(OCC)(=O)C>[Br:18][CH2:1][C:2]1[N:3]=[CH:4][C:5]([C:6]([OH:8])=[O:7])=[CH:9][CH:10]=1 |f:3.4|. Reported procedure: 6-methylnicotinic acid (100 mg 0.14 mmol) was dissolved in 10% AcOH/benzene (1 mL) and treated with NBS (117 mg, 0.18 mmol) and benzoylperoxide (18 mg, 0.07 mmol). The reaction mixture was heated in a sealed microwave reactor at 120° C. for 1 min. The reaction mixture was diluted with ethyl acetate, washed with saturated aqueous NaHCO3, dried (MgSO4), concentrated and purified by silica gel chromatography to yield 6-(bromomethyl)pyridine-3-carboxylic acid. The reactants are CN1CCN(c2ccc([N+](=O)[O-])c(Br)c2)CC1, O=C([O-])[O-], CCOC(C)=O, CCO, Cc1ccsc1B1OC(C)(C)C(C)(C)O1, Cc1ccccc1, [Na+], [Na+], c1ccc(P(c2ccccc2)(c2ccccc2)[Pd](P(c2ccccc2)(c2ccccc2)c2ccccc2)(P(c2ccccc2)(c2ccccc2)c2ccccc2)P(c2ccccc2)(c2ccccc2)c2ccccc2)cc1. Yields the product Cc1ccsc1-c1cc(N2CCN(C)CC2)ccc1[N+](=O)[O-]. RXN SMILES: [Br:1][c:2]1[cH:3][c:4]([N:11]2[CH2:12][CH2:13][N:14]([CH3:17])[CH2:15][CH2:16]2)[cH:5][cH:6][c:7]1[N+:8](=[O:9])[O-:10].[C:40](=[O:41])([O-:42])[O-:43].[CH3:123][CH2:124][O:125][C:126]([CH3:127])=[O:128].[CH3:129][CH2:130][OH:131].[CH3:18][C:19]1([CH3:20])[C:21]([CH3:22])([CH3:23])[O:24][B:25]([c:26]2[s:27][cH:28][cH:29][c:30]2[CH3:31])[O:32]1.[CH3:33][c:34]1[cH:35][cH:36][cH:37][cH:38][cH:39]1.[Na+:44].[Na+:45].[cH:46]1[cH:47][cH:48][c:49]([P:50]([Pd:51]([P:52]([c:53]2[cH:54][cH:55][cH:56][cH:57][cH:58]2)([c:59]2[cH:60][cH:61][cH:62][cH:63][cH:64]2)[c:65]2[cH:66][cH:67][cH:68][cH:69][cH:70]2)([P:71]([c:72]2[cH:73][cH:74][cH:75][cH:76][cH:77]2)([c:78]2[cH:79][cH:80][cH:81][cH:82][cH:83]2)[c:84]2[cH:85][cH:86][cH:87][cH:88][cH:89]2)[P:90]([c:91]2[cH:92][cH:93][cH:94][cH:95][cH:96]2)([c:97]2[cH:98][cH:99][cH:100][cH:101][cH:102]2)[c:103]2[cH:104][cH:105][cH:106][cH:107][cH:108]2)([c:109]2[cH:110][cH:111][cH:112][cH:113][cH:114]2)[c:115]2[cH:116][cH:117][cH:118][cH:119][cH:120]2)[cH:121][cH:122]1>>[c:2]1(-[c:26]2[s:27][cH:28][cH:29][c:30]2[CH3:31])[cH:3][c:4]([N:11]2[CH2:12][CH2:13][N:14]([CH3:17])[CH2:15][CH2:16]2)[cH:5][cH:6][c:7]1[N+:8](=[O:9])[O-:10].